From a dataset of the Open Reaction Database (ORD), a public repository of structured organic reaction records. describe an organic reaction: reactants, conditions, products, and yield The reactants are CC1=CC=C(C=C1)C=1C(=CC=CC1)C(=O)O (4'-methylbiphenyl-2-carboxylic acid), C(C(=O)Cl)(=O)Cl (oxalyl chloride), O.NN (hydrazine monohydrate). The reagents and catalysts are CN(C=O)C (N,N-dimethylformamide). Solvent: O1CCCC1 (tetrahydrofuran), O1CCCC1 (tetrahydrofuran), O (water). Run at time 16 hour. Product: CC1=CC=C(C=C1)C=1C(=CC=CC1)C(=O)NN (4'-Methylbiphenyl-2-carbohydrazide). The yield is 63.0%. Reaction SMILES: [CH3:1][C:2]1[CH:7]=[CH:6][C:5]([C:8]2[C:9]([C:14]([OH:16])=O)=[CH:10][CH:11]=[CH:12][CH:13]=2)=[CH:4][CH:3]=1.C(Cl)(=O)C(Cl)=O.O.[NH2:24][NH2:25]>O1CCCC1.CN(C)C=O.O>[CH3:1][C:2]1[CH:7]=[CH:6][C:5]([C:8]2[C:9]([C:14]([NH:24][NH2:25])=[O:16])=[CH:10][CH:11]=[CH:12][CH:13]=2)=[CH:4][CH:3]=1 |f:2.3|. Reported procedure: To a solution of 4'-methylbiphenyl-2-carboxylic acid (6.4 g) in tetrahydrofuran (50 ml) were added N,N-dimethylformamide (two drops) and oxalyl chloride (4.4 g). The mixture was stirred for 16 hours at room temperature. The solvent was evaporated to dryness under reduced pressure to give an oil, which was added dropwise to a solution of hydrazine monohydrate (7.5 g) in tetrahydrofuran (50 ml) with stirring, followed by stirring for further 6 hours. The reaction mixture was diluted with water, wh... The product is CCOC(=O)C(C)(C)Oc1ccc(C=NC2CCCCC2)cc1. The reactants are CCOC(=O)C(C)(C)Br, CCO, Oc1ccc(C=NC2CCCCC2)cc1, [H-], [Na+], [Na]. Reaction SMILES: [Br:19][C:20]([C:21](=[O:22])[O:23][CH2:24][CH3:25])([CH3:26])[CH3:27].[CH3:28][CH2:29][OH:30].[CH:4]1([N:10]=[CH:11][c:12]2[cH:13][cH:14][c:15]([OH:18])[cH:16][cH:17]2)[CH2:5][CH2:6][CH2:7][CH2:8][CH2:9]1.[H-:1].[Na+:2].[Na:3]>>[CH:4]1([N:10]=[CH:11][c:12]2[cH:13][cH:14][c:15]([O:18][C:20]([C:21](=[O:22])[O:23][CH2:24][CH3:25])([CH3:26])[CH3:27])[cH:16][cH:17]2)[CH2:5][CH2:6][CH2:7][CH2:8][CH2:9]1. Procedure details: In 25 ml of 47% hydrobromic acid was suspended 5.0 g of 5-bromo-2-(p-toluenesulfonyl)isoindoline, followed by adding thereto 4.0 g of phenol and 15 ml of propionic acid, and the resulting mixture was heated under reflux for 4 hours. The reaction mixture was concentrated under reduced pressure, after which ethanol was added to the resulting residue and the crystals were collected by filtration to obtain 3.5 g of 5-bromoisoindoline hydrobromide. The hydrobromide obtained was suspended in 50 ml of ... The product is Br.BrC=1C=C2CNCC2=CC1 (5-bromoisoindoline hydrobromide). Run in Br (hydrobromic acid). As a reaction SMILES: [Br:1][C:2]1[CH:3]=[C:4]2[C:8](=[CH:9][CH:10]=1)[CH2:7][N:6](S(C1C=CC(C)=CC=1)(=O)=O)[CH2:5]2.C1(O)C=CC=CC=1.C(O)(=O)CC>Br>[BrH:1].[Br:1][C:2]1[CH:3]=[C:4]2[C:8](=[CH:9][CH:10]=1)[CH2:7][NH:6][CH2:5]2 |f:4.5|. The reactants are BrC=1C=C2CN(CC2=CC1)S(=O)(=O)C1=CC=C(C=C1)C (5-bromo-2-(p-toluenesulfonyl)isoindoline), C1(=CC=CC=C1)O (phenol), C(CC)(=O)O (propionic acid). Yield: 176.8%. The reactants are CC1C(C2=CC=CC=C2C1)=O (2-Methyl-1-indanone), [BH4-].[Na+] (NaBH4). Product: CC=1CC2=CC=CC=C2C1 (2-Methylindene). Isolated yield 83.1%. RXN SMILES: [CH3:1][CH:2]1[CH2:10][C:9]2[C:4](=[CH:5][CH:6]=[CH:7][CH:8]=2)[C:3]1=O.[BH4-].[Na+]>>[CH3:1][C:2]1[CH2:10][C:9]2[C:4]([CH:3]=1)=[CH:5][CH:6]=[CH:7][CH:8]=2 |f:1.2|. Procedure: Analogously to Example D, 5.0 g (34 mmol) of 2-methyl-1-indanone (5) were reduced with 1.94 g (51 mmol) of NaBH4. The alcohol, which was not purified further, was then further reacted in the presence of 0.2 g of p-toluene-sulfonic acid in 100 ml of toluene at 80° C. Chromatography on 100 g of silica gel (hexane/methylene chloride 9:1) gave 3.68 g (82%) of 2-methylindene (6). Starting materials: Brc1cccc(-c2nnc(-c3ccc4ccccc4c3)o2)c1, [Cu]I, [I-], [Na+]. The product is Ic1cccc(-c2nnc(-c3ccc4ccccc4c3)o2)c1. RXN SMILES: [Br:1][c:2]1[cH:3][c:4](-[c:8]2[o:9][c:10](-[c:13]3[cH:14][c:15]4[cH:16][cH:17][cH:18][cH:19][c:20]4[cH:21][cH:22]3)[n:11][n:12]2)[cH:5][cH:6][cH:7]1.[Cu:25][I:26].[I-:23].[Na+:24]>>[c:2]1([I:23])[cH:3][c:4](-[c:8]2[o:9][c:10](-[c:13]3[cH:14][c:15]4[cH:16][cH:17][cH:18][cH:19][c:20]4[cH:21][cH:22]3)[n:11][n:12]2)[cH:5][cH:6][cH:7]1. Product: ClC=1C=C(C=CC1)C1=CC(NC2=CC=C(C=C12)C(C1=CC(=CC=C1)I)=O)=O (4-(3-chlorophenyl)-6-(3-iodobenzoyl)-2(1H)-quinolinone). The solvent is Cl (HCl), C1CCOC1 (THF). Reaction SMILES: [Cl:1][C:2]1[CH:3]=[C:4]([C:8]2[C:17]3[C:12](=[CH:13][CH:14]=[C:15]([C:18]([C:20]4[CH:25]=[CH:24][CH:23]=[C:22]([I:26])[CH:21]=4)=[O:19])[CH:16]=3)[N:11]=[C:10]([O:27]C)[CH:9]=2)[CH:5]=[CH:6][CH:7]=1.C(=O)([O-])[O-].[K+].[K+]>Cl.C1COCC1>[Cl:1][C:2]1[CH:3]=[C:4]([C:8]2[C:17]3[C:12](=[CH:13][CH:14]=[C:15]([C:18](=[O:19])[C:20]4[CH:25]=[CH:24][CH:23]=[C:22]([I:26])[CH:21]=4)[CH:16]=3)[NH:11][C:10](=[O:27])[CH:9]=2)[CH:5]=[CH:6][CH:7]=1 |f:1.2.3|. Isolated yield 88.0%. Reactants: ice water, C([O-])([O-])=O.[K+].[K+] (potassium carbonate), ClC=1C=C(C=CC1)C1=CC(=NC2=CC=C(C=C12)C(=O)C1=CC(=CC=C1)I)OC ([4-(3-chlorophenyl)-2-methoxy-6-quinolinyl](3-iodophenyl)-methanone). Procedure: A solution of intermediate (73) (0.0304 mol) in HCl 3N (150 ml) and THF (70 ml) was stirred and refluxed overnight, brought to room temperature, poured out into ice water and basified with potassium carbonate. The precipitate was filtered, washed with 2-propanone and dried, yielding 13 g (88%) of 4-(3-chlorophenyl)-6-(3-iodobenzoyl)-2(1H)-quinolinone (intermediate 74).